From a dataset of the Open Reaction Database (ORD), a public repository of structured organic reaction records. describe an organic reaction: reactants, conditions, products, and yield The reactants are FC1=C(C=C(C=C1)F)C1(CCN(CC1)C)O (4-(2,5-difluorophenyl)-4-hydroxy-1-methyl-piperidine), B(F)(F)F.CCOCC (boron trifluoride etherate), C(C1=CC=CC=C1)S (benzyl mercaptan), C(C)(=O)O (acetic acid). Run at temperature 65 celsius, time 16 hour. Yields the product C(\C=C/C(=O)O)(=O)O.C(C1=CC=CC=C1)SC1(CCN(CC1)C)C1=C(C=CC(=C1)F)F (4-benzylthio-4-(2,5-difluorophenyl)-1-methylpiperidine maleate). Reaction SMILES: [F:1][C:2]1[CH:7]=[CH:6][C:5]([F:8])=[CH:4][C:3]=1[C:9]1([OH:16])[CH2:14][CH2:13][N:12]([CH3:15])[CH2:11][CH2:10]1.B(F)(F)F.CC[O:23][CH2:24][CH3:25].[CH2:26]([SH:33])[C:27]1[CH:32]=[CH:31][CH:30]=[CH:29][CH:28]=1.[C:34]([OH:37])(=[O:36])[CH3:35]>>[C:24]([OH:23])(=[O:16])/[CH:25]=[CH:35]\[C:34]([OH:37])=[O:36].[CH2:26]([S:33][C:9]1([C:3]2[CH:4]=[C:5]([F:8])[CH:6]=[CH:7][C:2]=2[F:1])[CH2:14][CH2:13][N:12]([CH3:15])[CH2:11][CH2:10]1)[C:27]1[CH:32]=[CH:31][CH:30]=[CH:29][CH:28]=1 |f:1.2,5.6|. Procedure details: A mixture of 4-(2,5-difluorophenyl)-4-hydroxy-1-methyl-piperidine, free base of a, 4 ml of boron trifluoride etherate, 5 ml of benzyl mercaptan and 5 ml of glacial acetic acid is stirred at 65° C. for 16 hours. Excess acid is removed under reduced pressure with the residue equilibrated with 0.5 N hydrochloric acid and ether and the resulting solution is stirred at 10°-20° C. for four hours. The resulting crystalline precipitate is sequentially collected by filtration, basified and extracted with... Starting materials: [Al+3], [Cl-], [Cl-], [Cl-], ClCCCl, Cl, COc1ccc(C(=O)c2ccccc2)c([N+](=O)[O-])c1O, c1ccncc1. Product: O=C(c1ccccc1)c1ccc(O)c(O)c1[N+](=O)[O-]. Reaction SMILES: [Al+3:22].[Cl-:21].[Cl-:23].[Cl-:24].[Cl:32][CH2:33][CH2:34][Cl:35].[ClH:31].[OH:1][c:2]1[c:3]([N+:18](=[O:19])[O-:20])[c:4]([C:5](=[O:6])[c:7]2[cH:8][cH:9][cH:10][cH:11][cH:12]2)[cH:13][cH:14][c:15]1[O:16][CH3:17].[cH:25]1[cH:26][cH:27][n:28][cH:29][cH:30]1>>[OH:1][c:2]1[c:3]([N+:18](=[O:19])[O-:20])[c:4]([C:5](=[O:6])[c:7]2[cH:8][cH:9][cH:10][cH:11][cH:12]2)[cH:13][cH:14][c:15]1[OH:16]. The reactants are C(O)([O-])=O.[Na+] (sodium hydrogencarbonate), C(C)(=O)O (Acetic acid), C(C)(=O)OC(C)=O (acetic anhydride), C(C)C1=NC(=NO1)[C@H]1O[C@H]([C@@H]([C@@H]1O)O)OC ((2R,3S,4R,5R)-2-(5-ethyl-1,2,4-oxadiazol-3-yl)-5-methoxytetrahydro-3,4-furandiol), C(C)C1=NC(=NO1)[C@H]1O[C@@H]([C@@H]([C@@H]1O)O)OC ((2R,3S,4R,5S)-2-(5-ethyl-1,2,4-oxadiazol-3-yl)-5-methoxytetrahydro-3,4-furandiol). Reagents/catalysts: S(O)(O)(=O)=O (sulphuric acid). The solvent is ClCCl (dichloromethane), C(C)OCC (diethyl ether), O (water). The product is C(C)(=O)O[C@@H]1[C@H](O[C@H]([C@@H]1OC(C)=O)OC(C)=O)C1=NOC(=N1)CC ((2R,3R,4R,5S)-4,5-bis(Acetoxy)-2-(5-ethyl-1,2,4-oxadiazol-3-yl)tetrahydro-3-furanyl acetate). RXN SMILES: [C:1]([OH:4])(=[O:3])[CH3:2].[C:5]([O:8][C:9](=[O:11])[CH3:10])(=[O:7])[CH3:6].[CH2:12]([C:14]1[O:18][N:17]=[C:16]([C@@H:19]2[C@@H:23](O)[C@@H](O)[C@H](OC)O2)[N:15]=1)[CH3:13].C(C1ON=C([C@@H]2[C@@H](O)[C@@H:38](O)[C@@H:37]([O:42]C)[O:36]2)N=1)C.C(=O)([O-])O.[Na+]>S(=O)(=O)(O)O.ClCCl.C(OCC)C.O>[C:1]([O:4][C@H:23]1[C@@H:6]([O:42][C:37](=[O:36])[CH3:38])[C@H:5]([O:8][C:9](=[O:11])[CH3:10])[O:7][C@@H:19]1[C:16]1[N:15]=[C:14]([CH2:12][CH3:13])[O:18][N:17]=1)(=[O:3])[CH3:2] |f:4.5|. Procedure: Acetic acid (1.0 ml, 17.5 mmol), acetic anhydride (1.65 ml, 17.5 mmol) and concentrated sulphuric acid (1 drop) were added to a solution of (2R,3S,4R,5R)-2-(5-ethyl-1,2,4-oxadiazol-3-yl)-5-methoxytetrahydro-3,4-furandiol and (2R,3S,4R,5S)-2-(5-ethyl-1,2,4-oxadiazol-3-yl)-5-methoxytetrahydro-3,4-furandiol (Preparation 37) (0.675 g, 2.93 mmol) in dichloromethane (15 ml) and the solution was heated under reflux for 12 hours. The cooled reaction mixture was then diluted with diethyl ether (30 ml) an...